Dataset: the Open Reaction Database (ORD), a public repository of structured organic reaction records. Task: describe an organic reaction: reactants, conditions, products, and yield Reactants: BrC=1C=C2C=CNC2=CC1 (5-bromoindole), C1(=CC=CC=C1)CCC(=O)N1N=NC2=C1C=CC=C2 (1-(3-phenylpropanoyl)-1H-1,2,3-benzotriazole), ice water. Reagents/catalysts: [Ti](Cl)(Cl)(Cl)Cl (titanium(IV) chloride). The solvent is C(Cl)Cl (methylene chloride), C(Cl)Cl (methylene chloride). Yields the product BrC=1C=C2C(=CNC2=CC1)C(CCC1=CC=CC=C1)=O (5-bromo-3-(3-phenylpropanoyl)-1H-indole). Yield: 73.0%. RXN SMILES: [Br:1][C:2]1[CH:3]=[C:4]2[C:8](=[CH:9][CH:10]=1)[NH:7][CH:6]=[CH:5]2.[C:11]1([CH2:17][CH2:18][C:19](N2C3C=CC=CC=3N=N2)=[O:20])[CH:16]=[CH:15][CH:14]=[CH:13][CH:12]=1>C(Cl)Cl.[Ti](Cl)(Cl)(Cl)Cl>[Br:1][C:2]1[CH:3]=[C:4]2[C:8](=[CH:9][CH:10]=1)[NH:7][CH:6]=[C:5]2[C:19](=[O:20])[CH2:18][CH2:17][C:11]1[CH:16]=[CH:15][CH:14]=[CH:13][CH:12]=1. Procedure: To a solution of 5-bromoindole (1.0 g) in methylene chloride (10 ml), 1-(3-phenylpropanoyl)-1H-1,2,3-benzotriazole (1.28 g) was added. While stirring under ice cooling, a solution of titanium(IV) chloride (1.11 ml) in methylene chloride (5.0 ml) was added and the mixture was stirred at room temperature for 5 days. To the reaction solution, ice water (50 ml) was added, the mixture was stirred for a while, then the organic layer was separated and successively washed with water and brine and dried ... Reactants: ClCCCl, CCOC(C)=O, COc1cc(C=C(CCCCl)C(=O)O)ccc1-n1cnc(C)c1, O=C(O)C(F)(F)F, CN(C)C=O, O, On1nnc2ccccc21, Cc1ccccc1C(C)N. Yields the product COc1cc(C=C(CCCCl)C(=O)NC(C)c2ccccc2C)ccc1-n1cnc(C)c1. Reaction SMILES: [CH2:1]([Cl:2])[CH2:3][Cl:4].[CH3:60][CH2:61][O:62][C:63](=[O:64])[CH3:65].[Cl:22][CH2:23][CH2:24][CH2:25][C:26]([C:27](=[O:28])[OH:29])=[CH:30][c:31]1[cH:32][c:33]([O:43][CH3:44])[c:34](-[n:37]2[cH:38][n:39][c:40]([CH3:42])[cH:41]2)[cH:35][cH:36]1.[F:15][C:16]([F:17])([F:18])[C:19]([OH:20])=[O:21].[O:55]=[CH:56][N:57]([CH3:58])[CH3:59].[OH2:66].[OH:5][n:6]1[c:7]2[c:8]([cH:9][cH:10][cH:11][cH:12]2)[n:13][n:14]1.[c:45]1([CH3:54])[c:46]([CH:51]([CH3:52])[NH2:53])[cH:47][cH:48][cH:49][cH:50]1>>[Cl:22][CH2:23][CH2:24][CH2:25][C:26]([C:27](=[O:29])[NH:53][CH:51]([c:46]1[c:45]([CH3:54])[cH:50][cH:49][cH:48][cH:47]1)[CH3:52])=[CH:30][c:31]1[cH:32][c:33]([O:43][CH3:44])[c:34](-[n:37]2[cH:38][n:39][c:40]([CH3:42])[cH:41]2)[cH:35][cH:36]1. The reactants are OC(C=C)C1=CC=C2C=CC=C(C2=C1)CC1=C(C=C(C(=O)OC)C=C1)OC (methyl 4-[7-(1-hydroxyallyl)naphth-1-ylmethyl]-3-methoxybenzoate), COC(C)(N(C)C)OC (N,N-dimethylacetamide dimethyl acetal). The solvent is C1(=CC=CC=C1)C (toluene). Product: CN(C(=O)CCC=CC1=CC=C2C=CC=C(C2=C1)CC1=C(C=C(C(=O)OC)C=C1)OC)C (methyl 4-[7-[4-(dimethylcarbamoyl)but-1-enyl]naphth-1-ylmethyl]-3-methoxybenzoate). Yield: 90.0%. As a reaction SMILES: O[CH:2]([C:5]1[CH:14]=[C:13]2[C:8]([CH:9]=[CH:10][CH:11]=[C:12]2[CH2:15][C:16]2[CH:25]=[CH:24][C:19]([C:20]([O:22][CH3:23])=[O:21])=[CH:18][C:17]=2[O:26][CH3:27])=[CH:7][CH:6]=1)[CH:3]=[CH2:4].CO[C:30]([O:35]C)([N:32]([CH3:34])[CH3:33])[CH3:31]>C1(C)C=CC=CC=1>[CH3:34][N:32]([CH3:33])[C:30]([CH2:31][CH2:4][CH:3]=[CH:2][C:5]1[CH:14]=[C:13]2[C:8]([CH:9]=[CH:10][CH:11]=[C:12]2[CH2:15][C:16]2[CH:25]=[CH:24][C:19]([C:20]([O:22][CH3:23])=[O:21])=[CH:18][C:17]=2[O:26][CH3:27])=[CH:7][CH:6]=1)=[O:35]. Procedure details: A mixture of methyl 4-[7-(1-hydroxyallyl)naphth-1-ylmethyl]-3-methoxybenzoate (2.4 g), N,N-dimethylacetamide dimethyl acetal (1.62 ml) and toluene (50 ml) was refluxed for 12 hours. Evaporation and flash chromatgraphy, eluting with a gradient of 1) 3:3:2 petroleum ether:methylene chloride:ethyl acetate, 2) 1:1:1 petroleum ether:methylene chloride:ethyl acetate, and 3) 6:6:7 petroleum ether:methylene chloride:ethyl acetate, afforded methyl 4-[7-[4-(dimethylcarbamoyl)but-1-enyl]naphth-1-ylmethyl]-... The reactants are C1(=CC=CC=C1)CCCN (3-phenylpropanamine), N1C=NC(=C1)CCC(=O)O (3-(1H-imidazol-4-yl)propanoic acid), amine, N,N'-carbonyldiimidazole. Product: C1(=CC=CC=C1)CCCNC(CCC=1N=CNC1)=O (N-(3-Phenylpropyl)-3-(1H-imidazol-4-yl)propanamide). As a reaction SMILES: [C:1]1([CH2:7][CH2:8][CH2:9][NH2:10])[CH:6]=[CH:5][CH:4]=[CH:3][CH:2]=1.[NH:11]1[CH:15]=[C:14]([CH2:16][CH2:17][C:18](O)=[O:19])[N:13]=[CH:12]1>>[C:1]1([CH2:7][CH2:8][CH2:9][NH:10][C:18](=[O:19])[CH2:17][CH2:16][C:14]2[N:13]=[CH:12][NH:11][CH:15]=2)[CH:6]=[CH:5][CH:4]=[CH:3][CH:2]=1. Procedure details: The preparation is carried out as in Example 1 with 3-phenylpropanamine and 3-(1H-imidazol-4-yl)propanoic acid, the acid being here added after the reaction of the amine component with N,N'-carbonyldiimidazole. The title compound is extracted from water with diethyl ether, purified by chromatography and recrystallized in the hydrogenmaleate form from ethanol/diethyl ether. Reactants: C1CCN(CC1)C(=O)N=NC(=O)N2CCCCC2 (ADDP), C1=CC=CC=2SCC3=C(C(C21)OCCO)C=CC=C3 (2-(6,11-dihydrodibenzo[b,e]thiepin-11-yloxy)-ethanol), C(CCC)P(CCCC)CCCC (tributylphosphine), C(C)OC(C(CC1=CC=C(C=C1)O)OCC)=O (2-ethoxy-3-(4-hydroxy-phenyl)-propionic acid ethyl ester), dihydro-ADDP. The solvent is C1=CC=CC=C1 (benzene), CCCCCCC (Heptane). Run at temperature 0 celsius, time 10 minute. Yields the product C(C)OC(C(CC1=CC=C(C=C1)OCCOC1C2=C(SCC3=C1C=CC=C3)C=CC=C2)OCC)=O (3-(4-[2-(6,11-Dihydrodibenzo[b,e]thiepin-11-yloxy)-ethoxy]-phenyl)-2-ethoxy-propionic acid ethyl ester). The yield is 74.7%. As a reaction SMILES: [CH:1]1[C:11]2[CH:10]([O:12][CH2:13][CH2:14][OH:15])[C:9]3[CH:16]=[CH:17][CH:18]=[CH:19][C:8]=3[CH2:7][S:6][C:5]=2[CH:4]=[CH:3][CH:2]=1.C(P(CCCC)CCCC)CCC.[CH2:33]([O:35][C:36](=[O:49])[CH:37]([O:46][CH2:47][CH3:48])[CH2:38][C:39]1[CH:44]=[CH:43][C:42](O)=[CH:41][CH:40]=1)[CH3:34].C1CCN(C(N=NC(N2CCCCC2)=O)=O)CC1>C1C=CC=CC=1.CCCCCCC>[CH2:33]([O:35][C:36](=[O:49])[CH:37]([O:46][CH2:47][CH3:48])[CH2:38][C:39]1[CH:44]=[CH:43][C:42]([O:15][CH2:14][CH2:13][O:12][CH:10]2[C:9]3[CH:16]=[CH:17][CH:18]=[CH:19][C:8]=3[CH2:7][S:6][C:5]3[CH:4]=[CH:3][CH:2]=[CH:1][C:11]2=3)=[CH:41][CH:40]=1)[CH3:34]. Reported procedure: Under a nitrogen atmosphere, 2-(6,11-dihydrodibenzo[b,e]thiepin-11-yloxy)-ethanol (340 mg, 1.25 mmol), tributylphosphine (280 mg, 1.37 mmol) and 2-ethoxy-3-(4-hydroxy-phenyl)-propionic acid ethyl ester (330 mg, 1.37 mmol) were successively dissolved in dry benzene (10 mL). Solid azodicarboxylic dipiperidine (ADDP) (350 mg, 1.37 mmol) was added under stirring at 0° C. to the solution. After 10 min, the reaction mixture was brought to room temperature and the stirring was continued for 16 h. Hepta...